Dataset: the Open Reaction Database (ORD), a public repository of structured organic reaction records. Task: describe an organic reaction: reactants, conditions, products, and yield The reactants are COC(=O)C(Cc1ccccc1)n1cc(-c2cccc3ccccc23)cc(NC(=O)c2ccc(C(F)(F)F)cc2)c1=O, Cl, [Li+], C1CCOC1, [OH-]. The product is O=C(Nc1cc(-c2cccc3ccccc23)cn(C(Cc2ccccc2)C(=O)O)c1=O)c1ccc(C(F)(F)F)cc1. As a reaction SMILES: [CH3:1][O:2][C:3]([CH:4]([CH2:5][c:6]1[cH:7][cH:8][cH:9][cH:10][cH:11]1)[n:12]1[c:13](=[O:41])[c:14]([NH:28][C:29]([c:30]2[cH:31][cH:32][c:33]([C:36]([F:37])([F:38])[F:39])[cH:34][cH:35]2)=[O:40])[cH:15][c:16](-[c:18]2[cH:19][cH:20][cH:21][c:22]3[cH:23][cH:24][cH:25][cH:26][c:27]23)[cH:17]1)=[O:42].[ClH:45].[Li+:43].[O:46]1[CH2:47][CH2:48][CH2:49][CH2:50]1.[OH-:44]>>[O:2]=[C:3]([CH:4]([CH2:5][c:6]1[cH:7][cH:8][cH:9][cH:10][cH:11]1)[n:12]1[c:13](=[O:41])[c:14]([NH:28][C:29]([c:30]2[cH:31][cH:32][c:33]([C:36]([F:37])([F:38])[F:39])[cH:34][cH:35]2)=[O:40])[cH:15][c:16](-[c:18]2[cH:19][cH:20][cH:21][c:22]3[cH:23][cH:24][cH:25][cH:26][c:27]23)[cH:17]1)[OH:42]. Starting materials: C(C1=CC=CC=C1)ON1C2=NC(=NC(=C2N=C1)Cl)NC=O (9-benzyloxy-6-chloro-2-formamidopurine), C(C)(=O)O (Acetic acid), 11/2h. Solvent: [O-]CC.[Na+] (sodium ethoxide), C(C)O (ethanol). Yields the product NC1=NC(=C2N=CN(C2=N1)OCC1=CC=CC=C1)Cl (2-Amino-9-benzyloxy-6-chloropurine). The yield is 73.4%. Reaction SMILES: [CH2:1]([O:8][N:9]1[CH:17]=[N:16][C:15]2[C:10]1=[N:11][C:12]([NH:19]C=O)=[N:13][C:14]=2[Cl:18])[C:2]1[CH:7]=[CH:6][CH:5]=[CH:4][CH:3]=1.C(O)(=O)C>[O-]CC.[Na+].C(O)C>[NH2:19][C:12]1[N:11]=[C:10]2[C:15]([N:16]=[CH:17][N:9]2[O:8][CH2:1][C:2]2[CH:7]=[CH:6][CH:5]=[CH:4][CH:3]=2)=[C:14]([Cl:18])[N:13]=1 |f:2.3|. Procedure details: A solution of 9-benzyloxy-6-chloro-2-formamidopurine (3.0g; 9.88mmol) in 0.05M sodium ethoxide in ethanol was heated at reflux temperature for 11/2h and then cooled. Acetic acid (0.5ml) was then added and the solvent removed under vacuo. The residue was purified by column chromatography eluting with chloroform: methanol (50:1) to afford the title compound (2.0g; 73%). υmax (KBr) 3397, 3312, 3205, 1634, 1558, 1505, and 1468cm-1 ; δH [(CD3)2SO] 5.45 (2H, s, CH2Ar), 7.20 (2H, br.s, D2O exchangeable... Starting materials: [BH4-], CC(=O)O, CS(C)=O, O=[N+]([O-])C=Cc1ccc(OCc2ccsc2)cc1, [Na+]. Product: O=[N+]([O-])CCc1ccc(OCc2ccsc2)cc1. As a reaction SMILES: [BH4-:23].[CH3:1][C:2](=[O:3])[OH:4].[CH3:25][S:26](=[O:27])[CH3:28].[N+:5](=[O:6])([O-:7])[CH:8]=[CH:9][c:10]1[cH:11][cH:12][c:13]([O:14][CH2:15][c:16]2[cH:17][s:18][cH:19][cH:20]2)[cH:21][cH:22]1.[Na+:24]>>[N+:5](=[O:6])([O-:7])[CH2:8][CH2:9][c:10]1[cH:11][cH:12][c:13]([O:14][CH2:15][c:16]2[cH:17][s:18][cH:19][cH:20]2)[cH:21][cH:22]1. Reactants: CC(C)(C)OC(=O)N1CCC(N2C(=O)COc3ccccc32)CC1, CCOC(C)=O, Cl. The product is Cl, O=C1COc2ccccc2N1C1CCNCC1. As a reaction SMILES: [C:1]([O:2][C:3](=[O:4])[N:8]1[CH2:9][CH2:10][CH:11]([N:14]2[C:15](=[O:24])[CH2:16][O:17][c:18]3[c:19]2[cH:20][cH:21][cH:22][cH:23]3)[CH2:12][CH2:13]1)([CH3:5])([CH3:6])[CH3:7].[CH3:26][CH2:27][O:28][C:29]([CH3:30])=[O:31].[ClH:25]>>[ClH:25].[NH:8]1[CH2:9][CH2:10][CH:11]([N:14]2[C:15](=[O:24])[CH2:16][O:17][c:18]3[c:19]2[cH:20][cH:21][cH:22][cH:23]3)[CH2:12][CH2:13]1. Reactants: C1(CCCC1)OC=1C=C(C=CC1OC)C(CC=1SC(C(N1)O)C)C#CC1=CC=CC=C1 ((+/-)-2-[2-(3-cyclopentyloxy-4-methoxyphenyl)-4-phenylbut-3-ynyl]-4-hydroxy-5-methyl-4,5-dihydrothiazole), Cl (HCl), solution. Run in CCOCC (Et2O). Product: C1(CCCC1)OC=1C=C(C=CC1OC)C(CC=1SC(=CN1)C)C#CC1=CC=CC=C1 ((+/-)-2-[2-(3-Cyclopentyloxy-4-methoxyphenyl)-4-phenylbut-3-ynyl]-5-methylthiazole). The yield is 22.8%. Reaction SMILES: [CH:1]1([O:6][C:7]2[CH:8]=[C:9]([CH:15]([C:24]#[C:25][C:26]3[CH:31]=[CH:30][CH:29]=[CH:28][CH:27]=3)[CH2:16][C:17]3[S:18][CH:19]([CH3:23])[CH:20](O)[N:21]=3)[CH:10]=[CH:11][C:12]=2[O:13][CH3:14])[CH2:5][CH2:4][CH2:3][CH2:2]1.Cl>CCOCC>[CH:1]1([O:6][C:7]2[CH:8]=[C:9]([CH:15]([C:24]#[C:25][C:26]3[CH:27]=[CH:28][CH:29]=[CH:30][CH:31]=3)[CH2:16][C:17]3[S:18][C:19]([CH3:23])=[CH:20][N:21]=3)[CH:10]=[CH:11][C:12]=2[O:13][CH3:14])[CH2:2][CH2:3][CH2:4][CH2:5]1. Procedure details: A solution of (+/-)-2-[2-(3-cyclopentyloxy-4-methoxyphenyl)-4-phenylbut-3-ynyl]-4-hydroxy-5-methyl-4,5-dihydrothiazole (70 mg, 0.2 mmol) in CDCl3 (4 ml) was treated with HCl (0.2 ml of a 1N solution in Et2O) and heated to 50° for 3 hr. The solvent was evaporated, the residue taken up in Et2O, washed with aqueous NaHCO3, H2O, dried and the solvent evaporated. Purification by flash chromatography (silica gel, 2% Et2O in CH2Cl2) gave the titled compound (19 mg, 28%). 1H NMR (400 MHz, CDCl3) δ 7.42 ...